Dataset: the Open Reaction Database (ORD), a public repository of structured organic reaction records. Task: describe an organic reaction: reactants, conditions, products, and yield Starting materials: CCCCOC(C)c1cn(S(=O)(=O)c2ccc(C)cc2)c2nc(Nc3ccc4cn[nH]c4c3)nc(NC3CC3)c12, [K+], C1COCCO1, [OH-]. The product is CCCCOC(C)c1c[nH]c2nc(Nc3ccc4cn[nH]c4c3)nc(NC3CC3)c12. Reaction SMILES: [CH2:1]([CH2:2][CH2:3][CH3:4])[O:5][CH:6]([CH3:7])[c:8]1[cH:9][n:10]([S:31]([c:32]2[cH:33][cH:34][c:35]([CH3:36])[cH:37][cH:38]2)(=[O:39])=[O:40])[c:11]2[n:12][c:13]([NH:21][c:22]3[cH:23][cH:24][c:25]4[cH:26][n:27][nH:28][c:29]4[cH:30]3)[n:14][c:15]([NH:17][CH:18]3[CH2:19][CH2:20]3)[c:16]12.[K+:42].[O:43]1[CH2:44][CH2:45][O:46][CH2:47][CH2:48]1.[OH-:41]>>[CH2:1]([CH2:2][CH2:3][CH3:4])[O:5][CH:6]([CH3:7])[c:8]1[cH:9][nH:10][c:11]2[n:12][c:13]([NH:21][c:22]3[cH:23][cH:24][c:25]4[cH:26][n:27][nH:28][c:29]4[cH:30]3)[n:14][c:15]([NH:17][CH:18]3[CH2:19][CH2:20]3)[c:16]12. The reactants are O=C1CCC(=O)N1Br, CC(Cl)(Cl)Cl, COc1nc2cc(Cl)c(Cl)c(C)c2nc1OC. Yields the product COc1nc2cc(Cl)c(Cl)c(CBr)c2nc1OC. RXN SMILES: [Br:18][N:19]1[C:20](=[O:21])[CH2:22][CH2:23][C:24]1=[O:25].[CH3:26][C:27]([Cl:28])([Cl:29])[Cl:30].[Cl:1][c:2]1[c:3]([CH3:17])[c:4]2[n:5][c:6]([O:15][CH3:16])[c:7]([O:13][CH3:14])[n:8][c:9]2[cH:10][c:11]1[Cl:12]>>[Cl:1][c:2]1[c:3]([CH2:17][Br:18])[c:4]2[n:5][c:6]([O:15][CH3:16])[c:7]([O:13][CH3:14])[n:8][c:9]2[cH:10][c:11]1[Cl:12]. Starting materials: BrC1=CC=C(C=C1)C1=NSC2=C1C=CC(=C2)OCCCBr (3-(4-Bromo-phenyl)-6-(3-bromo-propoxy)-benzo[d]isothiazole), C(C)N (Ethylamine). Product: BrC1=CC=C(C=C1)C1=NSC2=C1C=CC(=C2)OCCCNCC ({3-[3-(4-Bromo-phenyl)-benzo[d]isothiazol-6-yloxy]-propyl}-ethyl-amine). As a reaction SMILES: [Br:1][C:2]1[CH:7]=[CH:6][C:5]([C:8]2[C:12]3[CH:13]=[CH:14][C:15]([O:17][CH2:18][CH2:19][CH2:20]Br)=[CH:16][C:11]=3[S:10][N:9]=2)=[CH:4][CH:3]=1.[CH2:22]([NH2:24])[CH3:23]>>[Br:1][C:2]1[CH:7]=[CH:6][C:5]([C:8]2[C:12]3[CH:13]=[CH:14][C:15]([O:17][CH2:18][CH2:19][CH2:20][NH:24][CH2:22][CH3:23])=[CH:16][C:11]=3[S:10][N:9]=2)=[CH:4][CH:3]=1. Procedure: In analogy to example 3.1, 3-(4-Bromo-phenyl)-6-(3-bromo-propoxy)-benzo[d]isothiazole and Ethylamine were converted to yield {3-[3-(4-Bromo-phenyl)-benzo[d]isothiazol-6-yloxy]-propyl}-ethyl-amine as white solid, MS: 391 (MH+, 1Br). Starting materials: N[C@@H]1[C@H]([C@@H](CC1)C(=O)OC)C1=CC=C(C=C1)F (Methyl 3-(S)-(amino)-2-(R)-(4-fluorophenyl)cyclopentane-1-(R)-carboxylate), 3A, COC1=C(C=O)C=C(C=C1)N1N=NN=C1 (2-methoxy-5-(1-tetrazolyl)benzaldehyde), C(#N)[BH3-].[Na+] (sodium cyanoborohydride), [OH-].[Na+] (NaOH). Yields the product COC1=C(C=C(C=C1)N1N=NN=C1)CN[C@@H]1[C@H]([C@@H](CC1)C(=O)OC)C1=CC=C(C=C1)F (Methyl 3-(S)-((2-methoxy-5-(1-tetrazolyl)phenyl)methylamino)-2-(R)-(4-fluorophenyl)cyclopentane-1-(R)-carboxylate). Solvent: CO (methanol), C(C)(=O)O (acetic acid), O (water). Yield: 55.8%. Run at time 30 minute. Reported procedure: To a solution of 100 mg of amine from Example 62 in 2 mL of methanol was added 0.040 mL of acetic acid, 1 g of 3A sieves and 90 mg 2-methoxy-5-(1-tetrazolyl)benzaldehyde (prepared according to the procedures given in PCT International Application WO 95/08549, published 30 Mar. 1995; p. 33). The reaction was stirred at room temperature for 30 min and then 0.080 g of sodium cyanoborohydride was added. The reaction was stirred further for 20 h and was then poured into water, made basic with 2N NaOH... RXN SMILES: [NH2:1][C@H:2]1[CH2:6][CH2:5][C@@H:4]([C:7]([O:9][CH3:10])=[O:8])[C@@H:3]1[C:11]1[CH:16]=[CH:15][C:14]([F:17])=[CH:13][CH:12]=1.[CH3:18][O:19][C:20]1[CH:27]=[CH:26][C:25]([N:28]2[CH:32]=[N:31][N:30]=[N:29]2)=[CH:24][C:21]=1[CH:22]=O.C([BH3-])#N.[Na+].[OH-].[Na+]>CO.O.C(O)(=O)C>[CH3:18][O:19][C:20]1[CH:27]=[CH:26][C:25]([N:28]2[CH:32]=[N:31][N:30]=[N:29]2)=[CH:24][C:21]=1[CH2:22][NH:1][C@H:2]1[CH2:6][CH2:5][C@@H:4]([C:7]([O:9][CH3:10])=[O:8])[C@@H:3]1[C:11]1[CH:12]=[CH:13][C:14]([F:17])=[CH:15][CH:16]=1 |f:2.3,4.5|. Starting materials: mixture, ClC=1C(C(C(C1)(O[Si](C)(C)C)CCCCCCCC)=CCCCCCC(=O)OC)=O (2-chloro-5-(6-methoxycarbonylhexylidene)-4-octyl-4-trimethylsilyloxy-2-cyclopentenone), C(C)(=O)O (acetic acid), O1CCCC1 (tetrahydrofuran), C([O-])(O)=O.[Na+] (sodium bicarbonate), 6-methoxxycarbonylhexylidene-4-octyl-2-cyclopentenone. Run in O (water). Reaction conditions: time 2 hour. Product: ClC=1C(C(C(C1)(CCCCCCCC)O)=CCCCCCC(=O)OC)=O (2-chloro-4-hydroxy-5-(6-methoxycarbonylhexylidene)-4-octyl-2-cyclopentenone). The yield is 97.0%. Reaction SMILES: [Cl:1][C:2]1[C:3](=[O:30])[C:4](=[CH:20][CH2:21][CH2:22][CH2:23][CH2:24][CH2:25][C:26]([O:28][CH3:29])=[O:27])[C:5]([CH2:12][CH2:13][CH2:14][CH2:15][CH2:16][CH2:17][CH2:18][CH3:19])([O:7][Si](C)(C)C)[CH:6]=1.C(O)(=O)C.O1CCCC1.C(=O)(O)[O-].[Na+]>O>[Cl:1][C:2]1[C:3](=[O:30])[C:4](=[CH:20][CH2:21][CH2:22][CH2:23][CH2:24][CH2:25][C:26]([O:28][CH3:29])=[O:27])[C:5]([OH:7])([CH2:12][CH2:13][CH2:14][CH2:15][CH2:16][CH2:17][CH2:18][CH3:19])[CH:6]=1 |f:3.4|. Reported procedure: 31 g of the mixture of E- and Z-isomes of 2-chloro-5-(6-methoxycarbonylhexylidene)-4-octyl-4-trimethylsilyloxy-2-cyclopentenone obtained in Example 2 was mixed with 3 ml of a 6:1:3 mixture of acetic acid, tetrahydrofuran and water, and the mixture was stirred for 2 hours. A saturated aqueous solution of sodium bicarbonate was added, and the mixture was extracted with ether. The extract was dried over anhydrous sodium sulfate, filtered, and concentrated. The concentrate was chromatographed on a s... Procedure: 4-Acetoxy-3,5-di-tert-butyl-2-(2-ethyl-1-butenyl)phenol (0.85 g, 2.5 mmol) was dissolved in dichloromethane (10 ml) and BF3 etherate (0.4 ml) was added dropwise to the solution under a nitrogen atmosphere. After stirring at room temperature for 3 h, water was added to the reaction mixture and extracted with ethyl acetate. The extracted layer was washed with a saturated aqueous solution of sodium hydrogen carbonate, dried over anhydrous magnesium sulfate and concentrated. The concentrate was puri... The product is C(C)(=O)OC=1C(=CC2=C(CC(O2)(CC)CC)C1C(C)(C)C)C(C)(C)C (5-acetoxy-4,6-di-tert-butyl-2,2-diethyl-2,3-dihydrobenzofuran). Yield: 51.9%. Reaction conditions: time 3 hour. The solvent is ClCCl (dichloromethane). RXN SMILES: [C:1]([O:4][C:5]1[C:10]([C:11]([CH3:14])([CH3:13])[CH3:12])=[CH:9][C:8]([OH:15])=[C:7]([CH:16]=[C:17]([CH2:20][CH3:21])[CH2:18][CH3:19])[C:6]=1[C:22]([CH3:25])([CH3:24])[CH3:23])(=[O:3])[CH3:2].B(F)(F)F.O>ClCCl>[C:1]([O:4][C:5]1[C:10]([C:11]([CH3:12])([CH3:13])[CH3:14])=[CH:9][C:8]2[O:15][C:17]([CH2:20][CH3:21])([CH2:18][CH3:19])[CH2:16][C:7]=2[C:6]=1[C:22]([CH3:23])([CH3:24])[CH3:25])(=[O:3])[CH3:2]. The reactants are B(F)(F)F (BF3), C(C)(=O)OC1=C(C(=C(C=C1C(C)(C)C)O)C=C(CC)CC)C(C)(C)C (4-Acetoxy-3,5-di-tert-butyl-2-(2-ethyl-1-butenyl)phenol), O (water). Starting materials: COC(CC1OC2=C(C1)C=C(C=C2)S(=O)(=O)Cl)=O ((5-Chlorosulfonyl-2,3-dihydro-benzofuran-2-yl)-acetic acid methyl ester), COC(CC1OC2=C(C1)C=C(C=C2)S(=O)(=O)Cl)=O ((5-Chlorosulfonyl-2,3-dihydro-benzofuran-2-yl)-acetic acid methyl ester). The reagents and catalysts are [Pd] (Pd/C). Solvent: O1CCCC1 (tetrahydrofuran). The product is COC(CC1OC2=C(C1)C=CC=C2)=O ((2,3-Dihydro-benzofuran-2-yl)-acetic acid methyl ester). Yield: 99.0%. RXN SMILES: [CH3:1][O:2][C:3](=[O:18])[CH2:4][CH:5]1[CH2:9][C:8]2[CH:10]=[C:11](S(Cl)(=O)=O)[CH:12]=[CH:13][C:7]=2[O:6]1>[Pd].O1CCCC1>[CH3:1][O:2][C:3](=[O:18])[CH2:4][CH:5]1[CH2:9][C:8]2[CH:10]=[CH:11][CH:12]=[CH:13][C:7]=2[O:6]1. Procedure: Compound 4B was prepared by hydrogenation of the corresponding tetrahydrofuran derivative catalyzed by 10% Pd/C in 99% yield. MS: MS: 193 (M+1)+. Preparation of (5-Chlorosulfonyl-2,3-dihydro-benzofuran-2-yl)-acetic acid methyl ester (Compound 4C)